From a dataset of the Open Reaction Database (ORD), a public repository of structured organic reaction records. describe an organic reaction: reactants, conditions, products, and yield Reactants: COc1cc(C(C)=O)ccc1OCCCCBr, CN(C)C=O, Cl, Fc1ccc2c(N3CCNCC3)n[nH]c2c1, O. The product is COc1cc(C(C)=O)ccc1OCCCCN1CCN(c2n[nH]c3cc(F)ccc23)CC1. RXN SMILES: [Br:18][CH2:19][CH2:20][CH2:21][CH2:22][O:23][c:24]1[c:25]([O:33][CH3:34])[cH:26][c:27]([C:30]([CH3:31])=[O:32])[cH:28][cH:29]1.[CH3:35][N:36]([CH3:37])[CH:38]=[O:39].[ClH:1].[F:2][c:3]1[cH:4][cH:5][c:6]2[c:7]([N:12]3[CH2:13][CH2:14][NH:15][CH2:16][CH2:17]3)[n:8][nH:9][c:10]2[cH:11]1.[OH2:40]>>[F:2][c:3]1[cH:4][cH:5][c:6]2[c:7]([N:12]3[CH2:13][CH2:14][N:15]([CH2:19][CH2:20][CH2:21][CH2:22][O:23][c:24]4[c:25]([O:33][CH3:34])[cH:26][c:27]([C:30]([CH3:31])=[O:32])[cH:28][cH:29]4)[CH2:16][CH2:17]3)[n:8][nH:9][c:10]2[cH:11]1. The reactants are C(C)(=O)C=1C(NC2=C(C=CC(=C2C1C)OS(=O)(=O)O)C)=O (3-Acetyl-8-methyl-4-methylsulfoxy-2-quinolinone), C(C)(C)N (isopropylamine). Reaction SMILES: [C:1]([C:4]1[C:5](=[O:21])[NH:6][C:7]2[C:12]([C:13]=1C)=[C:11](OS(O)(=O)=O)[CH:10]=[CH:9][C:8]=2[CH3:20])(=[O:3])[CH3:2].[CH:22]([NH2:25])([CH3:24])[CH3:23]>>[C:1]([C:4]1[C:5](=[O:21])[NH:6][C:7]2[C:12]([C:13]=1[NH:25][CH:22]([CH3:24])[CH3:23])=[CH:11][CH:10]=[CH:9][C:8]=2[CH3:20])(=[O:3])[CH3:2]. Yields the product C(C)(=O)C=1C(NC2=C(C=CC=C2C1NC(C)C)C)=O (3-Acetyl-8-methyl-4-isopropylamino-2-quinolinone). Procedure details: 3-Acetyl-8-methyl-4-methylsulfoxy-2-quinolinone (2.63g, 0.01 mol) and isopropylamine (0.6g, 0.01 mol) were used, but the reaction was carded out as the above process of example 37 to obtain the desired product (2.59g, yield: 68%). Yield: 100.3%. The reactants are ClC1=CC=C(C=C1)C1=NC=2C(=NC=CC2)N1CC(=O)N(C)C (2-(4-chlorophenyl)-N,N-dimethyl-3H-imidazo[4,5-b]pyridine-3-acetamide), C(C)(=O)O (acetic acid), ClC1=CC(=CC=C1)C(=O)OO (m-chloroperbenzoic acid). Run in O (water). Reaction conditions: temperature 60 celsius. The product is ClC1=CC=C(C=C1)C1=NC=2C(=[N+](C=CC2)[O-])N1CC(=O)N(C)C (2-(4-Chlorophenyl)-N,N-dimethyl-3H-imidazo[4,5-b]pyridine-3-acetamide-4-oxide). Yield: 88.0%. RXN SMILES: [Cl:1][C:2]1[CH:7]=[CH:6][C:5]([C:8]2[N:16]([CH2:17][C:18]([N:20]([CH3:22])[CH3:21])=[O:19])[C:11]3=[N:12][CH:13]=[CH:14][CH:15]=[C:10]3[N:9]=2)=[CH:4][CH:3]=1.C(O)(=[O:25])C.ClC1C=CC=C(C(OO)=O)C=1>O>[Cl:1][C:2]1[CH:7]=[CH:6][C:5]([C:8]2[N:16]([CH2:17][C:18]([N:20]([CH3:22])[CH3:21])=[O:19])[C:11]3=[N+:12]([O-:25])[CH:13]=[CH:14][CH:15]=[C:10]3[N:9]=2)=[CH:4][CH:3]=1. Procedure details: A mixture of 2-(4-chlorophenyl)-N,N-dimethyl-3H-imidazo[4,5-b]pyridine-3-acetamide (0.3 g, 0.00096 mole), glacial acetic acid (2.5 ml), and m-chloroperbenzoic acid (0.66 g, 0.00384 mole) was heated at 60° C. for a total of 4 hrs. The reaction mixture was diluted with water and the organic acid which precipitated was filtered. The aqueous filtrate was neutralized for peroxides with 10% sodium sulfite. The aqueous solution was evaporated to dryness and the residue was dissolved in methylene chlori... Reactants: C(C1=CC=CC=C1)OCC(COCC1=CC=CC=C1)=O (1,3-bis(benzyloxy)-propan-2-one), C1CCOC1 (THF), [NH4+].[Cl-] (NH4Cl). Reaction conditions: time 2 hour. The product is C(C1=CC=CC=C1)OCC(C=C)(O)COCC1=CC=CC=C1 (1-benzyloxy-2-benzyloxymethylbut-3-en-2-ol). As a reaction SMILES: [CH2:1]([O:8][CH2:9][C:10](=[O:20])[CH2:11][O:12][CH2:13][C:14]1[CH:19]=[CH:18][CH:17]=[CH:16][CH:15]=1)[C:2]1[CH:7]=[CH:6][CH:5]=[CH:4][CH:3]=1.[NH4+].[Cl-].[CH2:23]1COC[CH2:24]1>>[CH2:1]([O:8][CH2:9][C:10]([CH2:11][O:12][CH2:13][C:14]1[CH:19]=[CH:18][CH:17]=[CH:16][CH:15]=1)([OH:20])[CH:23]=[CH2:24])[C:2]1[CH:3]=[CH:4][CH:5]=[CH:6][CH:7]=1 |f:1.2|. Reported procedure: A solution of 7.4 g (27.4 mmol) of 1,3-bis(benzyloxy)-propan-2-one (Araki Y. et al., J. Chem. Soc., Perkin Trans. 1, 1981, 19) in 25 ml of THF was added dropwise at 10° C. and the mixture was stirred at ambient temperature for 2 h. Then 8 ml of a 20% aqueous NH4Cl solution was added, and the organic phase was evaporated, dissolved in ether, dried with MgSO4, and evaporated in vacuum to give 7.90 g of 1-benzyloxy-2-benzyloxymethylbut-3-en-2-ol as a crude oil. The reactants are O1C=NC=C1C1=CC=C(C#N)C=C1 (4-Oxazol-5-yl-benzonitrile), [Li+].C[Si](C)(C)[N-][Si](C)(C)C (LiHMDS), ClC(C(Cl)(Cl)Cl)(Cl)Cl (hexachloroethane). The solvent is CCOC(=O)C.O (AcOEt H2O), C1CCOC1 (THF). Conditions: temperature -78 celsius, time 1 hour. The product is ClC=1OC(=CN1)C1=CC=C(C#N)C=C1 (4-(2-Chloro-oxazol-5-yl)-benzonitrile). Isolated yield 81.7%. Reaction SMILES: [O:1]1[C:5]([C:6]2[CH:13]=[CH:12][C:9]([C:10]#[N:11])=[CH:8][CH:7]=2)=[CH:4][N:3]=[CH:2]1.[Li+].C[Si]([N-][Si](C)(C)C)(C)C.[Cl:24]C(Cl)(Cl)C(Cl)(Cl)Cl>C1COCC1.CCOC(C)=O.O>[Cl:24][C:2]1[O:1][C:5]([C:6]2[CH:7]=[CH:8][C:9]([C:10]#[N:11])=[CH:12][CH:13]=2)=[CH:4][N:3]=1 |f:1.2,5.6|. Procedure: To a solution of 4-Oxazol-5-yl-benzonitrile (3 g, 17.65 mmol) in anhydrous THF (80 mL) at −78° C. under an argon atmosphere was slowly added a solution of LiHMDS (21.2 mL, 1 M in THF, 21.2 mmol). After 1 h at −78° C., solid hexachloroethane (6.275 g, 26.48 mmol) was added. The mixture was then stirred at −78° C. for 1 h and allowed to slowly warm to room temperature and stir for 3 h. The reaction was diluted with AcOEt/H2O (50 mL/15 mL). The organic layer was washed with brine, dried with MgSO4 ... Starting materials: C(C)(=O)O[C@@H]1C[C@H]2CC[C@H]3[C@]4(C=CC([C@@]4(C)CC[C@@H]3[C@]2(CC1)C)=O)OCOCC (3β-acetoxy-14β-ethoxymethoxy-5β-androst-15-en-17-one), [OH-].[Na+] (sodium hydroxide). Run in CO (methanol), O (water). Yields the product O[C@@H]1C[C@H]2CC[C@H]3[C@]4(C=CC([C@@]4(C)CC[C@@H]3[C@]2(CC1)C)=O)OCOCC (3β-Hydroxy-14β-ethoxymethoxy-5β-androst-15-en-17-one). The yield is 91.1%. As a reaction SMILES: C([O:4][C@H:5]1[CH2:22][CH2:21][C@@:20]2([CH3:23])[C@H:7]([CH2:8][CH2:9][C@@H:10]3[C@@H:19]2[CH2:18][CH2:17][C@@:15]2([CH3:16])[C@:11]3([O:25][CH2:26][O:27][CH2:28][CH3:29])[CH:12]=[CH:13][C:14]2=[O:24])[CH2:6]1)(=O)C.[OH-].[Na+]>CO.O>[OH:4][C@H:5]1[CH2:22][CH2:21][C@@:20]2([CH3:23])[C@H:7]([CH2:8][CH2:9][C@@H:10]3[C@@H:19]2[CH2:18][CH2:17][C@@:15]2([CH3:16])[C@:11]3([O:25][CH2:26][O:27][CH2:28][CH3:29])[CH:12]=[CH:13][C:14]2=[O:24])[CH2:6]1 |f:1.2|. Procedure details: A solution of 6.00 g of 3β-acetoxy-14β-ethoxymethoxy-5β-androst-15-en-17-one and 30 ml of 2N aq. sodium hydroxide in 120 ml of methanol was kept at room temperature for 24 hrs. The mixture was then diluted with water and extracted with dichloromethane. The organic phase was dried over anhydrous sodium sulfate and evaporated to dryness to give 4.90 g of the title compound (II-ac) as a white solid. Starting materials: OC=1C=CC=C2C=CC=NC12 (8-Hydroxyquinoline), C([O-])([O-])=O.[K+].[K+] (potassium carbonate), CN(C=O)C (N,N-dimethylformamide), ClCC(C)=O (chloroacetone), ice water. Solvent: C1CCOC1 (THF). Conditions: time 24 hour. The product is O=C(COC=1C=CC=C2C=CC=NC12)C (8-(2-oxopropoxy)quinoline). The yield is 67.6%. Reaction SMILES: [OH:1][C:2]1[CH:3]=[CH:4][CH:5]=[C:6]2[C:11]=1[N:10]=[CH:9][CH:8]=[CH:7]2.C(=O)([O-])[O-].[K+].[K+].CN(C)C=O.Cl[CH2:24][C:25](=[O:27])[CH3:26]>C1COCC1>[O:27]=[C:25]([CH3:26])[CH2:24][O:1][C:2]1[CH:3]=[CH:4][CH:5]=[C:6]2[C:11]=1[N:10]=[CH:9][CH:8]=[CH:7]2 |f:1.2.3|. Procedure details: 8-Hydroxyquinoline (0.73 g, 5 mmol), potassium carbonate (0.69 g, 5 mmol) and dry N,N-dimethylformamide (DMF) (40 ml) were stirred at room temperature for 30 min. To this solution was added chloroacetone (0.46 g, 5 mmol) in dry THF (10 ml) in one portion. The resulting mixture was stirred at room temperature for 24 h. (monitored by TLC) and then poured into ice water (100 ml). The pale yellow solid thus obtained was collected and crystallized from dichloromethane and ether to afford 8-(2-oxoprop... Yields the product CCOC(=O)C(C)(C)N1CCC(=O)CC1. Starting materials: CCOC(=O)C(C)(C)Br, O=C([O-])[O-], CC#N, CCOCC, Cl, [K+], [K+], O=C1CCNCC1, O. RXN SMILES: [Br:1][C:2]([C:3](=[O:4])[O:5][CH2:6][CH3:7])([CH3:8])[CH3:9].[C:22](=[O:23])([O-:24])[O-:25].[CH3:19][C:20]#[N:21].[CH3:28][CH2:29][O:30][CH2:31][CH3:32].[ClH:11].[K+:26].[K+:27].[NH:12]1[CH2:13][CH2:14][C:15](=[O:18])[CH2:16][CH2:17]1.[OH2:10]>>[C:2]([C:3](=[O:4])[O:5][CH2:6][CH3:7])([CH3:8])([CH3:9])[N:12]1[CH2:13][CH2:14][C:15](=[O:18])[CH2:16][CH2:17]1. Reactants: CNN (Methyl hydrazine), C(C#CCC#C)ON1C(C=2C(C1=O)=CC=CC2)=O (N-(2,5-hexadiynyl)oxyphthalimide), ClCCl (dichloromethane). Conditions: time 3 hour. Product: hydrochloride salt, Cl.C(C#CCC#C)ON (O-(2,5-Hexadiynyl)hydroxylamine hydrochloride). As a reaction SMILES: CNN.[CH2:4]([O:10][N:11]1C(=O)C2=CC=CC=C2C1=O)[C:5]#[C:6][CH2:7][C:8]#[CH:9].[Cl:22]CCl>>[ClH:22].[CH2:4]([O:10][NH2:11])[C:5]#[C:6][CH2:7][C:8]#[CH:9] |f:3.4|. Procedure: Methyl hydrazine (2 mL, 37.6 mmol) was added dropwise to a solution of N-(2,5-hexadiynyl)oxyphthalimide (9 g, 37.6 mmol) in 75 mL of dichloromethane and stirred at room temperature for 3 hours. The reaction mixture was filtered and the filtrate diluted to 400 mL with diethyl ether. Anhydrous hydrogen chloride gas was bubbled into the dilute solution to give a precipitate of the hydrochloride salt of the title product, 3.96 g, m.p. 141°-143° C.